Task: describe an organic reaction: reactants, conditions, products, and yield. Dataset: the Open Reaction Database (ORD), a public repository of structured organic reaction records Reaction SMILES: [F:1][C:2]([F:26])([F:25])[C:3]1[N:8]2[N:9]=[CH:10][C:11]([C:12](O)=[O:13])=[C:7]2[N:6]=[C:5]([C:15]2[CH:20]=[CH:19][C:18]([C:21]([F:24])([F:23])[F:22])=[CH:17][CH:16]=2)[CH:4]=1.[NH2:27][C:28]1[CH:29]=[C:30]([S:35]([NH2:38])(=[O:37])=[O:36])[CH:31]=[CH:32][C:33]=1[CH3:34]>>[CH3:34][C:33]1[CH:32]=[CH:31][C:30]([S:35](=[O:37])(=[O:36])[NH2:38])=[CH:29][C:28]=1[NH:27][C:12]([C:11]1[CH:10]=[N:9][N:8]2[C:3]([C:2]([F:1])([F:25])[F:26])=[CH:4][C:5]([C:15]3[CH:20]=[CH:19][C:18]([C:21]([F:23])([F:22])[F:24])=[CH:17][CH:16]=3)=[N:6][C:7]=12)=[O:13]. Reported procedure: The title compound was prepared from 7-trifluoromethyl-5-(4-trifluoromethyl-phenyl)-pyrazolo[1,5-a]pyrimidine-3-carboxylic acid (example C.2) and 3-amino-4-methyl-benzenesulfonamide [CAS-No. 6274-28-8; commercially available] according to general procedure II. Yellow solid. MS (ISP) 542.1 [(M−H−]; mp 310° C. Starting materials: FC(C1=CC(=NC=2N1N=CC2C(=O)O)C2=CC=C(C=C2)C(F)(F)F)(F)F (7-trifluoromethyl-5-(4-trifluoromethyl-phenyl)-pyrazolo[1,5-a]pyrimidine-3-carboxylic acid), NC=1C=C(C=CC1C)S(=O)(=O)N (3-amino-4-methyl-benzenesulfonamide). Yields the product CC1=C(C=C(C=C1)S(N)(=O)=O)NC(=O)C=1C=NN2C1N=C(C=C2C(F)(F)F)C2=CC=C(C=C2)C(F)(F)F (7-Trifluoromethyl-5-(4-trifluoromethyl-phenyl)-pyrazolo[1,5-a]pyrimidine-3-carboxylic acid(2-methyl-5-sulfamoyl-phenyl)-amide).